From a dataset of the Open Reaction Database (ORD), a public repository of structured organic reaction records. describe an organic reaction: reactants, conditions, products, and yield The reactants are C(C)(=O)OC1=C(OCCO)C=CC(=C1)F (2-(2-Acetoxy-4-fluorophenoxy)ethanol), [H-].[OH-].[Li+] (lithium hydroxide monohydride). Solvent: O1CCCC1 (tetrahydrofuran), O (water). Reaction conditions: temperature 90 celsius. Yields the product OC1=C(OCCO)C=CC(=C1)F (2-(2-Hydroxy-4-fluorophenoxy)ethanol). Reaction SMILES: C([O:4][C:5]1[CH:14]=[C:13]([F:15])[CH:12]=[CH:11][C:6]=1[O:7][CH2:8][CH2:9][OH:10])(=O)C.[H-].[OH-].[Li+]>O1CCCC1.O>[OH:4][C:5]1[CH:14]=[C:13]([F:15])[CH:12]=[CH:11][C:6]=1[O:7][CH2:8][CH2:9][OH:10] |f:1.2.3|. Procedure details: 2-(2-Acetoxy-4-fluorophenoxy)ethanol 1.53 g was dissolved in a mixed solvent of tetrahydrofuran 10 ml and water 5 ml, then lithium hydroxide monohydride 294 mg was added thereto, and the mixture was stirred at 90° C. After stirred for 10 hours, the reaction mixture was cooled and partitioned by adding water and ethyl acetate. The organic layer was washed with water and then with brine, dried over magnesium sulfate anhydride and evaporated. The residue was purified by silica gel column chromatogr... Reactants: CC1C(=O)N(CCCN2CCC3(CC3)C(O[Si](C)(C)C(C)(C)C)C2)CCN1c1ccc(C(F)(F)F)c(Cl)c1, CC#N, F, c1ccncc1. Product: CC1C(=O)N(CCCN2CCC3(CC3)C(O)C2)CCN1c1ccc(C(F)(F)F)c(Cl)c1. Reaction SMILES: [C:1]([Si:2]([CH3:3])([CH3:4])[O:6][CH:7]1[C:8]2([CH2:9][CH2:10]2)[CH2:11][CH2:12][N:13]([CH2:15][CH2:16][CH2:17][N:18]2[C:19](=[O:36])[CH:20]([CH3:35])[N:21]([c:24]3[cH:25][c:26]([Cl:34])[c:27]([C:30]([F:31])([F:32])[F:33])[cH:28][cH:29]3)[CH2:22][CH2:23]2)[CH2:14]1)([CH3:5])([CH3:37])[CH3:38].[CH3:46][C:47]#[N:48].[FH:45].[n:39]1[cH:40][cH:41][cH:42][cH:43][cH:44]1>>[OH:6][CH:7]1[C:8]2([CH2:9][CH2:10]2)[CH2:11][CH2:12][N:13]([CH2:15][CH2:16][CH2:17][N:18]2[C:19](=[O:36])[CH:20]([CH3:35])[N:21]([c:24]3[cH:25][c:26]([Cl:34])[c:27]([C:30]([F:31])([F:32])[F:33])[cH:28][cH:29]3)[CH2:22][CH2:23]2)[CH2:14]1. Reactants: Cc1ccc(S(=O)(=O)n2ccc3cc(Br)cnc32)cc1, O=C([O-])O, CN(C)C=O, [Na+], OB(O)c1ccccc1. Product: Cc1ccc(S(=O)(=O)n2ccc3cc(-c4ccccc4)cnc32)cc1. As a reaction SMILES: [Br:10][c:11]1[cH:12][c:13]2[c:14]([n:15][cH:16]1)[n:17]([S:20](=[O:21])(=[O:22])[c:23]1[cH:24][cH:25][c:26]([CH3:29])[cH:27][cH:28]1)[cH:18][cH:19]2.[C:30](=[O:31])([OH:32])[O-:33].[CH3:35][N:36]([CH3:37])[CH:38]=[O:39].[Na+:34].[c:1]1([B:7]([OH:8])[OH:9])[cH:2][cH:3][cH:4][cH:5][cH:6]1>>[c:1]1(-[c:11]2[cH:12][c:13]3[c:14]([n:15][cH:16]2)[n:17]([S:20](=[O:21])(=[O:22])[c:23]2[cH:24][cH:25][c:26]([CH3:29])[cH:27][cH:28]2)[cH:18][cH:19]3)[cH:2][cH:3][cH:4][cH:5][cH:6]1. Reactants: FC1=C(C(=O)N(C(C2=NC3=C(N2)C=CC=C3)CC=CCCl)CCCC)C=CC=C1F (2,3-Difluoro-N-butyl-N-[(4-chlorobut-2-enyl)-1H-benzoimidazol-2-ylmethyl)-benzamide), N1CCCCC1 (Piperidine). Solvent: C1(=CC=CC=C1)C (toluene), 95/5, C1(=CC=CC=C1)C.CN1CCOCC1 (toluene 4-methylmorpholine). Conditions: temperature 90 celsius. Product: C(CCC)N(C(C1=C(C(=CC=C1)F)F)=O)CC1=NC2=C(N1CC=CCN1CCCCC1)C=CC=C2 (N-butyl-2,3-difluoro-N-[1-(4-piperidin-1-yl-but-2-enyl)-1H-benzoimidazol-2-ylmethyl]-benzamide). Isolated yield 166.5%. RXN SMILES: [F:1][C:2]1[C:29]([F:30])=[CH:28][CH:27]=[CH:26][C:3]=1[C:4]([N:6]([CH2:22][CH2:23][CH2:24][CH3:25])[CH:7](CC=CCCl)[C:8]1[NH:12][C:11]2[CH:13]=[CH:14][CH:15]=[CH:16][C:10]=2[N:9]=1)=[O:5].[NH:31]1[CH2:36][CH2:35][CH2:34][CH2:33][CH2:32]1>C1(C)C=CC=CC=1.C1(C)C=CC=CC=1.CN1CCOCC1>[CH2:22]([N:6]([CH2:7][C:8]1[N:9]([CH2:29][CH:2]=[CH:3][CH2:4][N:31]2[CH2:36][CH2:35][CH2:34][CH2:33][CH2:32]2)[C:10]2[CH:16]=[CH:15][CH:14]=[CH:13][C:11]=2[N:12]=1)[C:4](=[O:5])[C:3]1[CH:26]=[CH:27][CH:28]=[C:29]([F:30])[C:2]=1[F:1])[CH2:23][CH2:24][CH3:25] |f:3.4|. Procedure details: 2,3-Difluoro-N-butyl-N-[(4-chlorobut-2-enyl)-1H-benzoimidazol-2-ylmethyl)-benzamide (26 mg, 0.06 mmol) was dissolved in 0.3 mL toluene. Piperidine (10 μL, 0.1 mmol) dissolved in 0.5 mL 95/5 toluene/4-methylmorpholine was added and the reaction mixture was heated at 90° C. for 15 hours. The reaction mixture was cooled to room temperature and deposited on a 1 g silica SPE column. The column was washed with 4 mL ethyl acetate to remove impurities followed by 4 mL 10/2/1 ethyl acetate/methanol/triet... Starting materials: ClC=1C2=C(N(C(CN1)=O)C)C=CC(=C2)C2=CC=CC=C2 (5-chloro-1-methyl-7-phenyl-1,3-dihydro-benzo[e][1,4]diazepin-2-one), C(=O)C=1C=C(C=CC1)B(O)O (3-formylbenzene boronic acid), FC(C=1C=C(C=CC1)B(O)O)(F)F (3-trifluoromethylphenyl boronic acid). Yield: 20.0%. Product: CN1C(CN=C(C2=C1C=CC(=C2)C2=CC=CC=C2)C2=CC(=CC=C2)C(F)(F)F)=O (1-Methyl-7-phenyl-5-(3-trifluoromethyl-phenyl)-1,3-dihydro-benzo[e][1,4]diazepin-2-one). As a reaction SMILES: Cl[C:2]1[C:3]2[CH:14]=[C:13]([C:15]3[CH:20]=[CH:19][CH:18]=[CH:17][CH:16]=3)[CH:12]=[CH:11][C:4]=2[N:5]([CH3:10])[C:6](=[O:9])[CH2:7][N:8]=1.C(C1C=C(B(O)O)C=CC=1)=O.[F:32][C:33]([F:44])([F:43])[C:34]1[CH:35]=[C:36](B(O)O)[CH:37]=[CH:38][CH:39]=1>>[CH3:10][N:5]1[C:4]2[CH:11]=[CH:12][C:13]([C:15]3[CH:20]=[CH:19][CH:18]=[CH:17][CH:16]=3)=[CH:14][C:3]=2[C:2]([C:38]2[CH:37]=[CH:36][CH:35]=[C:34]([C:33]([F:44])([F:43])[F:32])[CH:39]=2)=[N:8][CH2:7][C:6]1=[O:9]. Procedure: Prepared from 5-chloro-1-methyl-7-phenyl-1,3-dihydro-benzo[e][1,4]diazepin-2-one using the same method described for Example 9 and instead of using 3-formylbenzene boronic acid, we used 3-trifluoromethylphenyl boronic acid. The title compound (30 mg) was obtained as a beige solid, (yield=20%). The reactants are COC=1C=C(N)C=C(C1)OC (3,5-dimethoxyaniline), O (Water), FC1=C(CC(C(=O)OCC)C(=O)C)C=CC=C1 (Ethyl 2-(2-fluorobenzyl)acetoacetate), CS(=O)(=O)O (Methanesulfonic acid). The solvent is C=1(C(=CC=CC1)C)C (xylene), C=1(C(=CC=CC1)C)C (xylene). Reaction conditions: temperature 160 celsius, time 30 minute. Yields the product COC1=C2C(=C(C(NC2=CC(=C1)OC)=O)CC1=C(C=CC=C1)F)C (5,7-Dimethoxy-3-(2-fluorobenzyl)-4-methyl-2(1H)-quinolinone). RXN SMILES: [F:1][C:2]1[CH:17]=[CH:16][CH:15]=[CH:14][C:3]=1[CH2:4][CH:5]([C:11]([CH3:13])=O)[C:6]([O:8]CC)=O.[CH3:18][O:19][C:20]1[CH:21]=[C:22]([CH:24]=[C:25]([O:27][CH3:28])[CH:26]=1)[NH2:23].CS(O)(=O)=O.O>C1(C)C(C)=CC=CC=1>[CH3:28][O:27][C:25]1[CH:26]=[C:20]([O:19][CH3:18])[CH:21]=[C:22]2[C:24]=1[C:11]([CH3:13])=[C:5]([CH2:4][C:3]1[CH:14]=[CH:15][CH:16]=[CH:17][C:2]=1[F:1])[C:6](=[O:8])[NH:23]2. Procedure: Ethyl 2-(2-fluorobenzyl)acetoacetate (2.5 g) in xylene (1 ml) was heated to 150° C. and 3,5-dimethoxyaniline (1.46 g) in xylene (4 ml) was added in small portions during 30 minutes. The reaction mixture was heated at 160° C. for 3 hours and then cooled to room temperature. Methanesulfonic acid (1.7 ml) was added and the mixture was stirred at ambient temperature for 30 minutes. Water was added and the precipitate filtered and dried. The product was triturated with warm ethanol. Yield 0.64 g (21%... The reactants are CC(=O)OCCNc1ccc2c(=O)n(CCOC(C)=O)ccc2c1[N+](=O)[O-], CCO, [Cl-], [Fe], [NH4+], O. The product is CC(=O)OCCNc1ccc2c(=O)n(CCOC(C)=O)ccc2c1N. RXN SMILES: [C:1]([CH3:2])(=[O:3])[O:4][CH2:5][CH2:6][NH:7][c:8]1[c:9]([N+:25]([O-:26])=[O:27])[c:10]2[cH:11][cH:12][n:13]([CH2:19][CH2:20][O:21][C:22]([CH3:23])=[O:24])[c:14](=[O:18])[c:15]2[cH:16][cH:17]1.[CH3:28][CH2:29][OH:30].[Cl-:31].[Fe:34].[NH4+:32].[OH2:33]>>[C:1]([CH3:2])(=[O:3])[O:4][CH2:5][CH2:6][NH:7][c:8]1[c:9]([NH2:25])[c:10]2[cH:11][cH:12][n:13]([CH2:19][CH2:20][O:21][C:22]([CH3:23])=[O:24])[c:14](=[O:18])[c:15]2[cH:16][cH:17]1.